This data is from the Open Reaction Database (ORD), a public repository of structured organic reaction records. The task is: describe an organic reaction: reactants, conditions, products, and yield Starting materials: C#Cc1cnc2ccc(OC(SC)C(=O)NC(C)(C#C)C=O)cc2c1, O=C([O-])[O-], CC(C)C(=O)C(=[N+]=[N-])P(=O)([O-])[O-], CCOC(C)=O, CO, [K+], [K+]. The product is C#Cc1cnc2ccc(OC(SC)C(=O)NC(C)(C#C)C#C)cc2c1. Reaction SMILES: [C:13](#[CH:14])[c:15]1[cH:16][n:17][c:18]2[cH:19][cH:20][c:21]([O:25][CH:26]([C:27](=[O:28])[NH:29][C:30]([C:31]#[CH:32])([CH3:33])[CH:34]=[O:35])[S:36][CH3:37])[cH:22][c:23]2[cH:24]1.[C:38](=[O:39])([O-:40])[O-:41].[CH3:1][CH:2]([CH3:3])[C:4](=[O:5])[C:6]([P:7](=[O:8])([O-:9])[O-:10])=[N+:11]=[N-:12].[CH3:44][CH2:45][O:46][C:47](=[O:48])[CH3:49].[CH3:50][OH:51].[K+:42].[K+:43]>>[CH:1]#[C:34][C:30]([NH:29][C:27]([CH:26]([O:25][c:21]1[cH:20][cH:19][c:18]2[n:17][cH:16][c:15]([C:13]#[CH:14])[cH:24][c:23]2[cH:22]1)[S:36][CH3:37])=[O:28])([C:31]#[CH:32])[CH3:33]. Starting materials: Cc1ccccc1, Cc1cccc(C)c1C(=O)O, O=S(Cl)Cl. Yields the product Cc1cccc(C)c1C(=O)Cl. As a reaction SMILES: [CH3:16][c:17]1[cH:18][cH:19][cH:20][cH:21][cH:22]1.[CH3:1][c:2]1[c:3]([C:4](=[O:5])[OH:6])[c:7]([CH3:11])[cH:8][cH:9][cH:10]1.[S:12]([Cl:13])([Cl:14])=[O:15]>>[CH3:1][c:2]1[c:3]([C:4](=[O:5])[Cl:14])[c:7]([CH3:11])[cH:8][cH:9][cH:10]1. The reactants are COC(=O)C1=CC(=NC2=CC=CC=C12)Cl (2-Chloroquinoline-4-carboxylic acid methyl ester), [F-].[K+] (potassium fluoride). Solvent: ClCCl.O (dichloromethane water), CS(=O)(=O)C (dimethylsulfone). Reaction conditions: temperature 180 celsius. Yields the product COC(=O)C1=CC(=NC2=CC=CC=C12)F (2-fluoroquinoline-4-carboxylic acid methyl ester). The yield is 66.3%. As a reaction SMILES: [CH3:1][O:2][C:3]([C:5]1[C:14]2[C:9](=[CH:10][CH:11]=[CH:12][CH:13]=2)[N:8]=[C:7](Cl)[CH:6]=1)=[O:4].[F-:16].[K+]>CS(C)(=O)=O.ClCCl.O>[CH3:1][O:2][C:3]([C:5]1[C:14]2[C:9](=[CH:10][CH:11]=[CH:12][CH:13]=2)[N:8]=[C:7]([F:16])[CH:6]=1)=[O:4] |f:1.2,4.5|. Procedure details: 2-Chloroquinoline-4-carboxylic acid methyl ester (1.14 g) in dimethylsulfone (4.0 g) was treated with potassium fluoride (2.5 g) and heated at 180° C. for 1 h. The reaction mixture was cooled to room temperature, diluted with dichloromethane:water (1:1, 200 ml), the organic phase separated, solvent removed at reduced pressure and the residue column chromatographed (silica gel, dichloromethane eluant) to give 2-fluoroquinoline-4-carboxylic acid methyl ester (0.7 g). 1H NMR (CDCl3) δ: 3.99 (3H, s)...